This data is from the Open Reaction Database (ORD), a public repository of structured organic reaction records. The task is: describe an organic reaction: reactants, conditions, products, and yield Reactants: C1(=CC=CC=C1)NN (phenylhy-drazine), S(=O)(=O)(O)[O-].[Na+] (sodium hydrogen sulphate), C(C)(C)C(=O)C (methyl isopropyl ketone). The solvent is O (water). Conditions: time 3 hour. The product is CC1=NC2=CC=CC=C2C1(C)C (2,3,3-trimethylindolenine). The yield is 94.0%. RXN SMILES: [C:1]1([NH:7]N)[CH:6]=[CH:5][CH:4]=[CH:3][CH:2]=1.S([O-])(O)(=O)=O.[Na+].[CH:15]([C:18]([CH3:20])=O)([CH3:17])[CH3:16]>O>[CH3:20][C:18]1[C:15]([CH3:17])([CH3:16])[C:6]2[C:1](=[CH:2][CH:3]=[CH:4][CH:5]=2)[N:7]=1 |f:1.2|. Reported procedure: 226 g (2 mol) of phenylhy-drazine (95.7% pure) were initially introduced at 90° C. in a solution of 5 mol of sodium hydrogen sulphate in 1900 ml of water. 225 ml (2.1 mol) of methyl isopropyl ketone were added dropwise in the course of 30 min. The mixture was stirred for 3 h at 90° to 100° C. After cooling, the batch was neutralised and the organic phase was separated off and distilled. 299.3 g of 97.5% pure 2,3,3-trimethylindolenine were obtained Yield: 91.6% of the theoretical yield. Starting materials: O=C1NC(=O)c2ccccc21, CCCCOc1c(CCl)n(CC(C)(C)C)c(=O)c2ccc(OCC)cc12, CN(C)C=O, [K], O. The product is CCCCOc1c(CN2C(=O)c3ccccc3C2=O)n(CC(C)(C)C)c(=O)c2ccc(OCC)cc12. As a reaction SMILES: [C:27]1(=[O:37])[c:28]2[c:29]([cH:33][cH:34][cH:35][cH:36]2)[C:30](=[O:32])[NH:31]1.[CH2:1]([CH2:2][CH2:3][CH3:4])[O:5][c:6]1[c:7]([CH2:25][Cl:26])[n:8]([CH2:20][C:21]([CH3:22])([CH3:23])[CH3:24])[c:9](=[O:19])[c:10]2[cH:11][cH:12][c:13]([O:16][CH2:17][CH3:18])[cH:14][c:15]12.[CH3:40][N:41]([CH3:42])[CH:43]=[O:44].[K:38].[OH2:39]>>[CH2:1]([CH2:2][CH2:3][CH3:4])[O:5][c:6]1[c:7]([CH2:25][N:31]2[C:27](=[O:37])[c:28]3[c:29]([cH:33][cH:34][cH:35][cH:36]3)[C:30]2=[O:32])[n:8]([CH2:20][C:21]([CH3:22])([CH3:23])[CH3:24])[c:9](=[O:19])[c:10]2[cH:11][cH:12][c:13]([O:16][CH2:17][CH3:18])[cH:14][c:15]12. Reactants: [Br-], COC(=O)c1cc(C)c(OC(C)=O)c(C)c1, ClC(Cl)(Cl)Cl, ClC(Cl)Cl, CC(C)(C#N)N=NC(C)(C)C#N, O=C1CCC(=O)N1Br. Yields the product COC(=O)c1cc(C)c(OC(C)=O)c(CBr)c1. As a reaction SMILES: [Br-:37].[C:1]([CH3:2])(=[O:3])[O:4][c:5]1[c:6]([CH3:16])[cH:7][c:8]([C:9](=[O:10])[O:11][CH3:12])[cH:13][c:14]1[CH3:15].[C:38]([Cl:39])([Cl:40])([Cl:41])[Cl:42].[CH:43]([Cl:44])([Cl:45])[Cl:46].[N:17]#[C:18][C:19]([N:20]=[N:21][C:22]([C:23]#[N:24])([CH3:25])[CH3:26])([CH3:27])[CH3:28].[O:29]=[C:30]1[N:31]([Br:36])[C:32](=[O:33])[CH2:34][CH2:35]1>>[C:1]([CH3:2])(=[O:3])[O:4][c:5]1[c:6]([CH3:16])[cH:7][c:8]([C:9](=[O:10])[O:11][CH3:12])[cH:13][c:14]1[CH2:15][Br:36]. Reactants: COc1ccccc1OCCN1CC1c1ccc(C)c(S(N)(=O)=O)c1, CO, Sc1ccccc1. Product: COc1ccccc1OCCNCC(Sc1ccccc1)c1ccc(C)c(S(N)(=O)=O)c1. As a reaction SMILES: [CH3:1][O:2][c:3]1[c:4]([O:5][CH2:6][CH2:7][N:8]2[CH:9]([c:11]3[cH:12][cH:13][c:14]([CH3:21])[c:15]([S:17](=[O:18])(=[O:19])[NH2:20])[cH:16]3)[CH2:10]2)[cH:22][cH:23][cH:24][cH:25]1.[CH3:33][OH:34].[SH:26][c:27]1[cH:28][cH:29][cH:30][cH:31][cH:32]1>>[CH3:1][O:2][c:3]1[c:4]([O:5][CH2:6][CH2:7][NH:8][CH2:10][CH:9]([c:11]2[cH:12][cH:13][c:14]([CH3:21])[c:15]([S:17](=[O:18])(=[O:19])[NH2:20])[cH:16]2)[S:26][c:27]2[cH:28][cH:29][cH:30][cH:31][cH:32]2)[cH:22][cH:23][cH:24][cH:25]1. Starting materials: O=C([O-])[O-], CS(C)=O, Clc1cccc(Cl)c1-c1noc(C2CC2)c1COC1CCCNCC1, [Cu]I, CCOC(=O)c1ccc(I)cc1, [K+], [K+], O=C(O)C1CCCN1. Yields the product CCOC(=O)c1ccc(N2CCCC(OCc3c(-c4c(Cl)cccc4Cl)noc3C3CC3)CC2)cc1. Reaction SMILES: [C:46](=[O:47])([O-:48])[O-:49].[CH3:52][S:53](=[O:54])[CH3:55].[CH:1]1([c:4]2[c:5]([CH2:17][O:18][CH:19]3[CH2:20][CH2:21][NH:22][CH2:23][CH2:24][CH2:25]3)[c:6](-[c:9]3[c:10]([Cl:16])[cH:11][cH:12][cH:13][c:14]3[Cl:15])[n:7][o:8]2)[CH2:2][CH2:3]1.[Cu:56][I:57].[I:26][c:27]1[cH:28][cH:29][c:30]([C:31](=[O:32])[O:33][CH2:34][CH3:35])[cH:36][cH:37]1.[K+:50].[K+:51].[OH:38][C:39]([CH:40]1[NH:41][CH2:42][CH2:43][CH2:44]1)=[O:45]>>[CH:1]1([c:4]2[c:5]([CH2:17][O:18][CH:19]3[CH2:20][CH2:21][N:22]([c:27]4[cH:28][cH:29][c:30]([C:31](=[O:32])[O:33][CH2:34][CH3:35])[cH:36][cH:37]4)[CH2:23][CH2:24][CH2:25]3)[c:6](-[c:9]3[c:10]([Cl:16])[cH:11][cH:12][cH:13][c:14]3[Cl:15])[n:7][o:8]2)[CH2:2][CH2:3]1. Reactants: ClC1=CC=NC2=CC(=CC=C12)C(F)(F)F (4-chloro-7-trifluoromethyl quinoline), C1(=C(C=CC=C1)N1CCN(CC1)CC1=CC=C(C=C1)N)C (4-(o-tolyl)-1-p-aminobenzylpiperazine), Cl (hydrogen chloride). The solvent is C(C)O (ethanol). The product is CC1=C(C=CC=C1)N1CCN(CC1)CC1=CC=C(C=C1)NC1=CC=NC2=CC(=CC=C12)C(F)(F)F (4-[[4-[[4-(2-methylpenyl)-1-piperazinyl]methyl]phenyl]amino]-7-(trifluoromethyl)quinoline). The yield is 92.3%. As a reaction SMILES: Cl[C:2]1[C:11]2[C:6](=[CH:7][C:8]([C:12]([F:15])([F:14])[F:13])=[CH:9][CH:10]=2)[N:5]=[CH:4][CH:3]=1.[C:16]1([CH3:36])[CH:21]=[CH:20][CH:19]=[CH:18][C:17]=1[N:22]1[CH2:27][CH2:26][N:25]([CH2:28][C:29]2[CH:34]=[CH:33][C:32]([NH2:35])=[CH:31][CH:30]=2)[CH2:24][CH2:23]1.Cl>C(O)C>[CH3:36][C:16]1[CH:21]=[CH:20][CH:19]=[CH:18][C:17]=1[N:22]1[CH2:23][CH2:24][N:25]([CH2:28][C:29]2[CH:30]=[CH:31][C:32]([NH:35][C:2]3[C:11]4[C:6](=[CH:7][C:8]([C:12]([F:15])([F:14])[F:13])=[CH:9][CH:10]=4)[N:5]=[CH:4][CH:3]=3)=[CH:33][CH:34]=2)[CH2:26][CH2:27]1. Reported procedure: A solution of 4-chloro-7-trifluoromethyl quinoline (1 g, 0.00216 M), 4-(o-tolyl)-1-p-aminobenzylpiperazine (1.3 g, 0.0046 M) and 3 ml of ethanolic hydrogen chloride in 25 ml of ethanol is heated at reflux for 6 hours under nitrogen. The reaction mixture is quenched with ice water, neutralized with aqueous 10% aqueous sodium hydroxide solution and extracted with methylene chloride. The methylene chloride solution is washed with water, dried over anhydrous sodium sulfate and concentrated to a whit...